Dataset: the Open Reaction Database (ORD), a public repository of structured organic reaction records. Task: describe an organic reaction: reactants, conditions, products, and yield Starting materials: CCOC(=O)Cc1ccc(-c2nc(COc3ccc(COc4nn(-c5ccccc5)cc4C=Cc4nc(N5CCCCC5)sc4C)cc3OC)c(C)o2)cc1, CCO, Cl, [Na+], C1CCOC1, [OH-], O. Yields the product COc1cc(COc2nn(-c3ccccc3)cc2C=Cc2nc(N3CCCCC3)sc2C)ccc1OCc1nc(-c2ccc(CC(=O)O)cc2)oc1C. RXN SMILES: [CH3:1][O:2][c:3]1[c:4]([O:5][CH2:6][c:7]2[n:8][c:9](-[c:13]3[cH:14][cH:15][c:16]([CH2:19][C:20](=[O:21])[O:22][CH2:23][CH3:24])[cH:17][cH:18]3)[o:10][c:11]2[CH3:12])[cH:25][cH:26][c:27]([CH2:29][O:30][c:31]2[n:32][n:33](-[c:50]3[cH:51][cH:52][cH:53][cH:54][cH:55]3)[cH:34][c:35]2[CH:36]=[CH:37][c:38]2[n:39][c:40]([N:44]3[CH2:45][CH2:46][CH2:47][CH2:48][CH2:49]3)[s:41][c:42]2[CH3:43])[cH:28]1.[CH3:65][CH2:66][OH:67].[ClH:63].[Na+:62].[O:56]1[CH2:57][CH2:58][CH2:59][CH2:60]1.[OH-:61].[OH2:64]>>[CH3:1][O:2][c:3]1[c:4]([O:5][CH2:6][c:7]2[n:8][c:9](-[c:13]3[cH:14][cH:15][c:16]([CH2:19][C:20](=[O:21])[OH:22])[cH:17][cH:18]3)[o:10][c:11]2[CH3:12])[cH:25][cH:26][c:27]([CH2:29][O:30][c:31]2[n:32][n:33](-[c:50]3[cH:51][cH:52][cH:53][cH:54][cH:55]3)[cH:34][c:35]2[CH:36]=[CH:37][c:38]2[n:39][c:40]([N:44]3[CH2:45][CH2:46][CH2:47][CH2:48][CH2:49]3)[s:41][c:42]2[CH3:43])[cH:28]1. Starting materials: CO (Methanol), C(=O)([O-])[O-].[Ca+2] (CaCO3), C(C(O)C)(=O)OC (Methyl lactate), C1(CCC(=O)O1)=O (succinic anhydride), succinic acid (ethyl-1-methoxycarbonyl) ester. Reagents/catalysts: S(O)(O)(=O)=O (sulfuric acid). The solvent is C(Cl)(Cl)Cl (chloroform). Run at temperature 70 celsius. Yields the product COC(CCC(=O)OC(C)C(=O)OC)=O (Succinic Acid 1-Methoxycarbonyl-ethyl Ester Methyl Ester). RXN SMILES: [C:1]([O:6][CH3:7])(=[O:5])[CH:2]([CH3:4])[OH:3].[C:8]1(=[O:14])[O:13][C:11](=[O:12])[CH2:10][CH2:9]1.CO.[C:17]([O-])([O-])=O.[Ca+2]>S(=O)(=O)(O)O.C(Cl)(Cl)Cl>[CH3:17][O:13][C:11](=[O:12])[CH2:10][CH2:9][C:8]([O:3][CH:2]([C:1]([O:6][CH3:7])=[O:5])[CH3:4])=[O:14] |f:3.4|. Procedure: Methyl lactate (14 mL, 0.147 moles), succinic anhydride (14.76 g, 0.147 moles), and 2 drops of concentrated sulfuric acid were mixed and heated to 70° C. for five hours. An NMR spectrum of a sample of the cooled reaction mixture showed quantitative conversion to succinic acid (ethyl-1-methoxycarbonyl) ester. Methanol (30 mL) and chloroform (20 mL) were added and heated to reflux in a soxhlet extractor containing silica gel in the receiver. The solution was refluxed for three hours, neutralized w... Reactants: CCCCc1ccc(CNCc2cccc(CC(=O)OC)c2)cc1, CCOC(C)=O, CCN(C(C)C)C(C)C, ClCCCl, O=S(=O)(Cl)c1cccc2nonc12. Yields the product CCCCc1ccc(CN(Cc2cccc(CC(=O)OC)c2)S(=O)(=O)c2cccc3nonc23)cc1. As a reaction SMILES: [CH3:14][O:15][C:16]([CH2:17][c:18]1[cH:19][c:20]([CH2:24][NH:25][CH2:26][c:27]2[cH:28][cH:29][c:30]([CH2:33][CH2:34][CH2:35][CH3:36])[cH:31][cH:32]2)[cH:21][cH:22][cH:23]1)=[O:37].[CH3:51][CH2:52][O:53][C:54]([CH3:55])=[O:56].[CH:38]([N:39]([CH2:40][CH3:41])[CH:42]([CH3:43])[CH3:44])([CH3:45])[CH3:46].[Cl:47][CH2:48][CH2:49][Cl:50].[n:1]1[c:2]2[c:3]([n:4][o:5]1)[c:6]([S:10](=[O:11])(=[O:12])[Cl:13])[cH:7][cH:8][cH:9]2>>[n:1]1[c:2]2[c:3]([n:4][o:5]1)[c:6]([S:10](=[O:11])(=[O:12])[N:25]([CH2:24][c:20]1[cH:19][c:18]([CH2:17][C:16]([O:15][CH3:14])=[O:37])[cH:23][cH:22][cH:21]1)[CH2:26][c:27]1[cH:28][cH:29][c:30]([CH2:33][CH2:34][CH2:35][CH3:36])[cH:31][cH:32]1)[cH:7][cH:8][cH:9]2. Reactants: O=C([O-])[O-], Fc1cnccc1-c1nc2cc(C(F)(F)F)ccc2o1, [K+], [K+], CN(C)C=O, O, Sc1ccccc1. Yields the product FC(F)(F)c1ccc2oc(-c3ccncc3Sc3ccccc3)nc2c1. RXN SMILES: [C:21](=[O:22])([O-:23])[O-:24].[F:1][c:2]1[cH:3][n:4][cH:5][cH:6][c:7]1-[c:8]1[o:9][c:10]2[c:11]([n:12]1)[cH:13][c:14]([C:17]([F:18])([F:19])[F:20])[cH:15][cH:16]2.[K+:25].[K+:26].[O:27]=[CH:28][N:29]([CH3:30])[CH3:31].[OH2:39].[SH:32][c:33]1[cH:34][cH:35][cH:36][cH:37][cH:38]1>>[c:2]1([S:32][c:33]2[cH:34][cH:35][cH:36][cH:37][cH:38]2)[cH:3][n:4][cH:5][cH:6][c:7]1-[c:8]1[o:9][c:10]2[c:11]([n:12]1)[cH:13][c:14]([C:17]([F:18])([F:19])[F:20])[cH:15][cH:16]2. Reactants: NC1=C(C=CC=C1)O (o-aminophenol), C(CCCCCC)OC1=CC=C(C(=O)O)C=C1 (p-heptyloxybenzoic acid), ON1N=NC2=C1C=CC=C2 (1-hydroxybenztriazole), C1(CCCCC1)N=C=NC1CCCCC1 (dicyclohexylcarbodiimide). The solvent is O1CCCC1 (tetrahydrofuran). Reaction conditions: time 1 hour. Product: C1(CCCCC1)NC(NC1CCCCC1)=O (Dicyclohexyl urea). RXN SMILES: C([O:8]C1C=CC(C(O)=O)=CC=1)CCCCCC.ON1C2C=CC=CC=2N=N1.[CH:28]1([N:34]=[C:35]=[N:36][CH:37]2[CH2:42][CH2:41][CH2:40][CH2:39][CH2:38]2)[CH2:33][CH2:32][CH2:31][CH2:30][CH2:29]1.NC1C=CC=CC=1O>O1CCCC1>[CH:37]1([NH:36][C:35](=[O:8])[NH:34][CH:28]2[CH2:29][CH2:30][CH2:31][CH2:32][CH2:33]2)[CH2:42][CH2:41][CH2:40][CH2:39][CH2:38]1. Reported procedure: To a mixture of 4.7 g of p-heptyloxybenzoic acid, 2.7 g of 1-hydroxybenztriazole (HOBT) and 50 ml of tetrahydrofuran was added 4.2 g of dicyclohexylcarbodiimide (DCC) under ice cooling. After stirring at room temperature for 1 hour, 9 g of o-aminophenol was added to the mixture. The resulting mixture was stirred at room temperature overnight. Dicyclohexyl urea formed was filtered off and the filtrate was concentrated. The residue was dissolved in 500 ml of ethyl acetate. The solution was washed ... Starting materials: [H-].[Al+3].[Li+].[H-].[H-].[H-] (Lithium aluminum hydride), C1(CC1)C=1C=CC(=NC1OC)C(=O)OCC (ethyl 5-cyclopropyl-6-methoxypyridine-2-carboxylate), [Cl-].[NH4+] (ammonium chloride). Run in O1CCCC1 (tetrahydrofuran). Run at time 1 hour. Product: C1(CC1)C=1C=CC(=NC1OC)CO ((5-cyclopropyl-6-methoxypyridin-2-yl)methanol). The yield is 100.6%. As a reaction SMILES: [H-].[Al+3].[Li+].[H-].[H-].[H-].[CH:7]1([C:10]2[CH:11]=[CH:12][C:13]([C:18](OCC)=[O:19])=[N:14][C:15]=2[O:16][CH3:17])[CH2:9][CH2:8]1.[Cl-].[NH4+]>O1CCCC1>[CH:7]1([C:10]2[CH:11]=[CH:12][C:13]([CH2:18][OH:19])=[N:14][C:15]=2[O:16][CH3:17])[CH2:9][CH2:8]1 |f:0.1.2.3.4.5,7.8|. Reported procedure: Lithium aluminum hydride (4.44 g) was added in small portions to a solution of ethyl 5-cyclopropyl-6-methoxypyridine-2-carboxylate (17.3 g) in tetrahydrofuran (300 mL) under ice-cooling, and the mixture was stirred at the same temperature for one hour. The reaction solution was poured into a saturated ammonium chloride solution, followed by extraction with ethyl acetate. The organic layer was washed with brine, dried over anhydrous magnesium sulfate and filtered, after which the filtrate was con... Reactants: C(\C=C\C1=CC=CC=C1)(=O)Cl (trans-cinnamoyl chloride), Cl (hydrogen chloride), C(C)(C)(C)OC(=O)N1[C@@H](CNCC1)CC1=CNC2=CC=CC=C12 ((2R)-1-(tert-butoxycarbonyl)-2-(1H-indol-3-yl-methyl)piperazine), C([O-])([O-])=O.[K+].[K+] (potassium carbonate). Solvent: O (water), O1CCOCC1 (dioxane), CN(C=O)C (dimethylformamide), ClCCl (dichloromethane). Run at time 3 hour. Yields the product C(\C=C\C1=CC=CC=C1)(=O)N1C[C@H](NCC1)CC1=CNC2=CC=CC=C12 ((3R)-1-(trans-cinnamoyl)-3-(1H-indol-3-yl-methyl)piperazine). The yield is 60.6%. Reaction SMILES: C(OC([N:8]1[CH2:13][CH2:12][NH:11][CH2:10][C@H:9]1[CH2:14][C:15]1[C:23]2[C:18](=[CH:19][CH:20]=[CH:21][CH:22]=2)[NH:17][CH:16]=1)=O)(C)(C)C.C(=O)([O-])[O-].[K+].[K+].[C:30](Cl)(=[O:39])/[CH:31]=[CH:32]/[C:33]1[CH:38]=[CH:37][CH:36]=[CH:35][CH:34]=1.Cl>CN(C)C=O.ClCCl.O1CCOCC1.O>[C:30]([N:11]1[CH2:12][CH2:13][NH:8][C@H:9]([CH2:14][C:15]2[C:23]3[C:18](=[CH:19][CH:20]=[CH:21][CH:22]=3)[NH:17][CH:16]=2)[CH2:10]1)(=[O:39])/[CH:31]=[CH:32]/[C:33]1[CH:38]=[CH:37][CH:36]=[CH:35][CH:34]=1 |f:1.2.3|. Procedure: To a stirred mixture of (2R)-1-(tert-butoxycarbonyl)-2-(1H-indol-3-yl-methyl)piperazine (250 mg) and potassium carbonate (165 mg) in dimethylformamide (1 ml) was added trans-cinnamoyl chloride (150 mg) at room temperature. The resulting mixture was stirred for 3 hours and then poured into water. Extraction with ethyl acetate followed by drying over magnesium sulfate and evaporation in vacuo gave a syrup, which was dissolved in dichloromethane (2 ml). A solution of 4N hydrogen chloride in dioxane... The reactants are [K].C(=O)C(C#N)CC#N (formyl succinonitrile potassium salt), FC1=CC=C(C=C1)C(N)C1=CC=CC=C1 (1-(4-fluorophenyl)-1-phenylmethaneamine), C(C)(=O)O (acetic acid). The solvent is O (water-). Conditions: temperature 100 celsius, time 30 minute. Product: FC1=CC=C(C=C1)C(C1=CC=CC=C1)NC=C(C#N)CC#N (2-({[(4-Fluorophenyl)(phenyl)methyl]amino}methylene)butanedinitrile). As a reaction SMILES: [K].[CH:2]([CH:4]([CH2:7][C:8]#[N:9])[C:5]#[N:6])=O.[F:10][C:11]1[CH:16]=[CH:15][C:14]([CH:17]([C:19]2[CH:24]=[CH:23][CH:22]=[CH:21][CH:20]=2)[NH2:18])=[CH:13][CH:12]=1.C(O)(=O)C>O>[F:10][C:11]1[CH:12]=[CH:13][C:14]([CH:17]([NH:18][CH:2]=[C:4]([CH2:7][C:8]#[N:9])[C:5]#[N:6])[C:19]2[CH:24]=[CH:23][CH:22]=[CH:21][CH:20]=2)=[CH:15][CH:16]=1 |f:0.1,^1:0|. Procedure details: To a solution of formyl succinonitrile potassium salt (7.26 g, 49.7 mmol) and 1-(4-fluorophenyl)-1-phenylmethaneamine (11.0 g, 54.7 mmol) in water-(20 ml) was added acetic acid (20 ml) at room temperature, the mixture was stirred at 100° C. for 30 minutes, and the solvent was distilled off under reduced pressure. The residue was poured into iced water, made basic by adding potassium carbonate and then extracted with ethyl acetate. The extract was washed with water, dried over anhydrous magnesium...